This data is from the Open Reaction Database (ORD), a public repository of structured organic reaction records. The task is: describe an organic reaction: reactants, conditions, products, and yield Reactants: C(C)(=O)NC=1SC(=C(C1C(=O)N)C)Cl (2-Acetylamino-5-chloro-4-methyl-thiophene-3-carboxylic acid amide), C1(=CC=CC=C1)S (benzenethiol), C(=O)([O-])[O-].[Cs+].[Cs+] (Cs2CO3). Run in CN(C)C=O (DMF), O (water). Run at temperature 120 celsius, time 30 minute. The product is C(C)(=O)NC=1SC(=C(C1C(=O)N)C)SC1=CC=CC=C1 (2-Acetylamino-4-methyl-5-phenylsulfanyl-thiophene-3-carboxylic acid amide). As a reaction SMILES: [C:1]([NH:4][C:5]1[S:6][C:7](Cl)=[C:8]([CH3:13])[C:9]=1[C:10]([NH2:12])=[O:11])(=[O:3])[CH3:2].[C:15]1([SH:21])[CH:20]=[CH:19][CH:18]=[CH:17][CH:16]=1.C([O-])([O-])=O.[Cs+].[Cs+]>CN(C=O)C.O>[C:1]([NH:4][C:5]1[S:6][C:7]([S:21][C:15]2[CH:20]=[CH:19][CH:18]=[CH:17][CH:16]=2)=[C:8]([CH3:13])[C:9]=1[C:10]([NH2:12])=[O:11])(=[O:3])[CH3:2] |f:2.3.4|. Reported procedure: Intermediate 6 (2-Acetylamino-5-chloro-4-methyl-thiophene-3-carboxylic acid amide) (1.16 g, 5 mmol) is mixed with benzenethiol (535 μL, 5.25 mmol) and Cs2CO3 (3.25 g, 10 mmol) in DMF (15 mL). The resulting mixture is stirred at 120° C. for 30 min, then diluted with water, affording a suspension which is left to stir at room temperature overnight. The solid is separated by filtration, the cake is dried, and the resulting solid is used as such. The reactants are [H-].[Na+] (sodium hydride), COC(C(C1=CC=C(C=C1)O)=O)=O (4-hydroxy-alpha-oxobenzeneacetic acid methyl ester), ClCOC1=CC=CC=C1 (chloromethoxybenzene). The solvent is CN(C=O)C (dimethylformamide). Run at temperature 60 celsius, time 15 minute. Product: COC(C(C1=CC=C(C=C1)OCOC1=CC=CC=C1)=O)=O (alpha-oxo-4-[[(phenoxy)methyl]oxy]benzeneacetic acid methyl ester). Yield: 62.9%. As a reaction SMILES: [CH3:1][O:2][C:3](=[O:13])[C:4](=[O:12])[C:5]1[CH:10]=[CH:9][C:8]([OH:11])=[CH:7][CH:6]=1.[H-].[Na+].Cl[CH2:17][O:18][C:19]1[CH:24]=[CH:23][CH:22]=[CH:21][CH:20]=1>CN(C)C=O>[CH3:1][O:2][C:3](=[O:13])[C:4](=[O:12])[C:5]1[CH:10]=[CH:9][C:8]([O:11][CH2:17][O:18][C:19]2[CH:24]=[CH:23][CH:22]=[CH:21][CH:20]=2)=[CH:7][CH:6]=1 |f:1.2|. Procedure: A stirred mixture of 4-hydroxy-alpha-oxobenzeneacetic acid methyl ester (1.0 g) in dimethylformamide (10 mL) under argon was treated with 55% sodium hydride (0.262 g), stirred for 15 minutes and treated with chloromethoxybenzene (1.1 g). The mixture was heated at 60° C. for 1.5 hours and worked up as in Example 20. The material was crystallized from diethyl ether-hexane to provide 1 g of alpha-oxo-4-[[(phenoxy)methyl]oxy]benzeneacetic acid methyl ester, mp 52°-54° C. Product: O=C(O)C1CCC(C(=O)N2CCOCC2)CC1. Reaction SMILES: [CH3:21][OH:22].[Na+:20].[O:1]1[CH2:2][CH2:3][N:4]([C:7](=[O:8])[CH:9]2[CH2:10][CH2:11][CH:12]([C:15](=[O:16])[O:17][CH3:18])[CH2:13][CH2:14]2)[CH2:5][CH2:6]1.[OH-:19]>>[O:1]1[CH2:2][CH2:3][N:4]([C:7](=[O:8])[CH:9]2[CH2:10][CH2:11][CH:12]([C:15](=[O:16])[OH:17])[CH2:13][CH2:14]2)[CH2:5][CH2:6]1. The reactants are CO, [Na+], COC(=O)C1CCC(C(=O)N2CCOCC2)CC1, [OH-]. Starting materials: [N+](=O)([O-])[O-].[Ag+] (silver nitrate), aqueous solution, [Br-].[NH4+] (ammonium bromide), [I-].[NH4+] (ammonium iodide), C(CCCCCCCCCCCCCCCCCCCCC)(=O)[O-].[Ag+] (silver behenate), diluted aqueous solution, [N+](=O)(O)[O-] (nitric acid), N (ammonia), aqueous solution. The solvent is O (water), C1(=CC=CC=C1)C (toluene). Yields the product aqueous solution, C(CCCCCCCCCCCCCCCCCCCCC)(=O)[O-].[Ag+] (silver behenate), IBr.[Ag] (silver iodobromide). RXN SMILES: [C:1]([O-:24])(=[O:23])[CH2:2][CH2:3][CH2:4][CH2:5][CH2:6][CH2:7][CH2:8][CH2:9][CH2:10][CH2:11][CH2:12][CH2:13][CH2:14][CH2:15][CH2:16][CH2:17][CH2:18][CH2:19][CH2:20][CH2:21][CH3:22].[Ag+:25].[N+]([O-])(O)=O.N.[N+]([O-])([O-])=O.[Ag+].[Br-:36].[NH4+].[I-:38].[NH4+]>C1(C)C=CC=CC=1.O>[C:1]([O-:24])(=[O:23])[CH2:2][CH2:3][CH2:4][CH2:5][CH2:6][CH2:7][CH2:8][CH2:9][CH2:10][CH2:11][CH2:12][CH2:13][CH2:14][CH2:15][CH2:16][CH2:17][CH2:18][CH2:19][CH2:20][CH2:21][CH3:22].[Ag+:25].[I:38][Br:36].[Ag:25] |f:0.1,4.5,6.7,8.9,12.13,14.15|. Procedure details: 3.4 g of silver behenate was dissolved in 100 ml of toluene at 60° C. 100 ml of a diluted aqueous solution of nitric acid having a pH of 2.0 (25° C.) was mixed with this solution while stirring the solution with a stirrer. The mixture was stirred at 60° C. and 100 ml of an aqueous solution of silver ammonium complex salt which was prepared by adding an ammonia solution to about 80 ml of an aqueous solution containing 1.7 g of silver nitrate and adding water to make the total volume 100 ml and th... Starting materials: O=C([O-])[O-], COc1c(C)cc(Cc2c(C)nn(CC#N)c2C)c2c1CCC2, CO, Cl, [K+], [K+], NO, O. Yields the product COc1c(C)cc(Cc2c(C)nn(CC(=N)NO)c2C)c2c1CCC2. RXN SMILES: [C:27](=[O:28])([O-:29])[O-:30].[CH3:1][O:2][c:3]1[c:4]([CH3:23])[cH:5][c:6]([CH2:12][c:13]2[c:14]([CH3:22])[n:15][n:16]([CH2:19][C:20]#[N:21])[c:17]2[CH3:18])[c:7]2[c:11]1[CH2:10][CH2:9][CH2:8]2.[CH3:33][OH:34].[ClH:24].[K+:31].[K+:32].[NH2:25][OH:26].[OH2:35]>>[CH3:1][O:2][c:3]1[c:4]([CH3:23])[cH:5][c:6]([CH2:12][c:13]2[c:14]([CH3:22])[n:15][n:16]([CH2:19][C:20](=[NH:21])[NH:25][OH:26])[c:17]2[CH3:18])[c:7]2[c:11]1[CH2:10][CH2:9][CH2:8]2.